The task is: describe an organic reaction: reactants, conditions, products, and yield. This data is from the Open Reaction Database (ORD), a public repository of structured organic reaction records. Run in C(Cl)Cl (DCM). The product is C(=O)C1=CC2=C(C(=C(O2)C#N)C)C=C1 (6-formyl-3-methylbenzofuran-2-carbonitrile). Isolated yield 83.6%. The reactants are OCC1=CC2=C(C(=C(O2)C#N)C)C=C1 (6-(hydroxymethyl)-3-methylbenzofuran-2-carbonitrile), C(=O)(O)[O-].[Na+] (NaHCO3), CC(=O)OI1(C=2C=CC=CC2C(=O)O1)(OC(=O)C)OC(=O)C (Dess-Martin periodinane). As a reaction SMILES: [OH:1][CH2:2][C:3]1[CH:14]=[CH:13][C:6]2[C:7]([CH3:12])=[C:8]([C:10]#[N:11])[O:9][C:5]=2[CH:4]=1.C([O-])(O)=O.[Na+].CC(OI1(OC(C)=O)(OC(C)=O)OC(=O)C2C=CC=CC1=2)=O>C(Cl)Cl>[CH:2]([C:3]1[CH:14]=[CH:13][C:6]2[C:7]([CH3:12])=[C:8]([C:10]#[N:11])[O:9][C:5]=2[CH:4]=1)=[O:1] |f:1.2|. Run at time 1 hour. Procedure: To a solution of 6-(hydroxymethyl)-3-methylbenzofuran-2-carbonitrile (116 mg, 0.62 mmol) in 6 mL of DCM was added NaHCO3 (125 mg, 1.49 mmol), followed by Dess-Martin periodinane (315 mg, 0.74 mmol). The reaction was stirred at room temperature for 1 hr. The reaction was quenched by addition of 2 mL of sat. NaHCO3 and 2 mL of sat. Na2S2O3 and stirred for 30 min. The reaction mixture was extracted with DCM (3×50 mL), the organic layer was washed with H2O, brine, dried over Na2SO4, filtered and con...